This data is from the Open Reaction Database (ORD), a public repository of structured organic reaction records. The task is: describe an organic reaction: reactants, conditions, products, and yield Reactants: COc1ccc2c(C(=O)O)c(C)n(C)c2c1, NCC1CC1, O=S(Cl)Cl. The product is COc1ccc2c(C(=O)NCC3CC3)c(C)n(C)c2c1. Reaction SMILES: [CH3:1][O:2][c:3]1[cH:4][cH:5][c:6]2[c:7]([C:14](=[O:15])[OH:16])[c:8]([CH3:13])[n:9]([CH3:12])[c:10]2[cH:11]1.[CH:21]1([CH2:24][NH2:25])[CH2:22][CH2:23]1.[S:17]([Cl:18])([Cl:19])=[O:20]>>[CH3:1][O:2][c:3]1[cH:4][cH:5][c:6]2[c:7]([C:14](=[O:16])[NH:25][CH2:24][CH:21]3[CH2:22][CH2:23]3)[c:8]([CH3:13])[n:9]([CH3:12])[c:10]2[cH:11]1. Reactants: C, CO, OCc1c(F)c(F)c(CBr)c(F)c1F, O, [Pd]. Yields the product Cc1c(F)c(F)c(CO)c(F)c1F. As a reaction SMILES: [C:17].[CH3:1][OH:2].[F:3][c:4]1[c:5]([CH2:6][OH:7])[c:8]([F:16])[c:9]([F:15])[c:10]([CH2:13][Br:14])[c:11]1[F:12].[OH2:19].[Pd:18]>>[F:3][c:4]1[c:5]([CH2:6][OH:7])[c:8]([F:16])[c:9]([F:15])[c:10]([CH3:13])[c:11]1[F:12]. Reaction SMILES: [CH2:1]([NH2:4])[CH2:2][CH3:3].[NH:5]1[C:13]2[C:8](=[CH:9][C:10]([NH:14][CH:15]3[CH2:20][CH2:19][CH2:18][N:17]([CH:21]([C:25]4[CH:30]=[CH:29][CH:28]=[CH:27][CH:26]=4)[C:22](O)=[O:23])[CH2:16]3)=[CH:11][CH:12]=2)[CH:7]=[N:6]1.Cl.C(N=C=NCCCN(C)C)C.ON1C2C=CC=CC=2N=N1.CN(C1C=CC=CN=1)C.C(=O)([O-])O.[Na+]>CN(C)C=O>[CH2:1]([NH:4][C:22](=[O:23])[CH:21]([N:17]1[CH2:18][CH2:19][CH2:20][CH:15]([NH:14][C:10]2[CH:9]=[C:8]3[C:13](=[CH:12][CH:11]=2)[NH:5][N:6]=[CH:7]3)[CH2:16]1)[C:25]1[CH:30]=[CH:29][CH:28]=[CH:27][CH:26]=1)[CH2:2][CH3:3] |f:2.3,6.7|. Solvent: CN(C=O)C (dimethylformamide). The reactants are C(CC)N (Propylamine), N1N=CC2=CC(=CC=C12)NC1CN(CCC1)C(C(=O)O)C1=CC=CC=C1 (2-[3-(1H-5-Indazolylamino)piperidino]-2-phenylacetic acid), Cl.C(C)N=C=NCCCN(C)C (1-ethyl-3-(3-dimethylaminopropyl)carbodiimide hydrochloride), ON1N=NC2=C1C=CC=C2 (1-hydroxybenzotriazole), CN(C)C1=NC=CC=C1 (dimethylaminopyridine), C(O)([O-])=O.[Na+] (sodium hydrogencarbonate). Procedure: Propylamine (30 mg) and the compound prepared in Example 222 (88 mg) were dissolved in dimethylformamide (1 ml), and 1-ethyl-3-(3-dimethylaminopropyl)carbodiimide hydrochloride (86 mg), 1-hydroxybenzotriazole (77 mg), and dimethylaminopyridine (5 mg) were added to the solution. The reaction mixture was stirred at room temperature for 18 hr. A saturated aqueous sodium hydrogencarbonate solution (1 ml) was then added thereto, and the mixture was extracted with chloroform-propanol (3/1). The organi... Yields the product C(CC)NC(C(C1=CC=CC=C1)N1CC(CCC1)NC=1C=C2C=NNC2=CC1)=O (N1-Propyl-2-[3-(1H-5-indazolylamino)piperidino]-2-phenylacetamide). Isolated yield 73.2%. Reaction conditions: time 18 hour. The product is N(=[N+]=[N-])[C@H]1CC[C@@H]2CN(C[C@@H]21)CC2=CC=CC=C2 ((3aR,4S,6aS)-4-azido-2-benzyloctahydrocyclopenta-[c]pyrrole). Procedure: (3aR,4R,6aS)-2-Benzyloctahydrocyclopenta[c]pyrrol-4-ol (3.00 g, 13.81 mmol, Example 706, Step 1) and triphenylphosphine (4.35 g, 16.57 mmol) were combined in toluene (69 mL). Diisopropyl azodicarboxylate (3.49 g, 17.26 mmol) was added dropwise via addition funnel to the reaction solution at 5° C. Diphenylphosphoryl azide (4.56 g, 16.57 mmol) was then added to the reaction solution. The reaction was allowed to proceed at room temperature for 16 hours and then quenched with saturated aqueous sodiu... Reaction SMILES: [CH2:1]([N:8]1[CH2:12][C@@H:11]2[C@H:13](O)[CH2:14][CH2:15][C@@H:10]2[CH2:9]1)[C:2]1[CH:7]=[CH:6][CH:5]=[CH:4][CH:3]=1.C1(P(C2C=CC=CC=2)C2C=CC=CC=2)C=CC=CC=1.N(C(OC(C)C)=O)=NC(OC(C)C)=O.C1(P([N:64]=[N+:65]=[N-:66])(C2C=CC=CC=2)=O)C=CC=CC=1>C1(C)C=CC=CC=1>[N:64]([C@@H:13]1[C@@H:11]2[C@@H:10]([CH2:9][N:8]([CH2:1][C:2]3[CH:7]=[CH:6][CH:5]=[CH:4][CH:3]=3)[CH2:12]2)[CH2:15][CH2:14]1)=[N+:65]=[N-:66]. The solvent is C1(=CC=CC=C1)C (toluene). Conditions: time 16 hour. Reactants: C(C1=CC=CC=C1)N1C[C@@H]2[C@H](C1)[C@@H](CC2)O ((3aR,4R,6aS)-2-Benzyloctahydrocyclopenta[c]pyrrol-4-ol), C1(=CC=CC=C1)P(=O)(C1=CC=CC=C1)N=[N+]=[N-] (Diphenylphosphoryl azide), C1(=CC=CC=C1)P(C1=CC=CC=C1)C1=CC=CC=C1 (triphenylphosphine), N(=NC(=O)OC(C)C)C(=O)OC(C)C (Diisopropyl azodicarboxylate). Starting materials: COC(=O)c1ccc(OCc2c(-c3ccc(F)c(F)c3)noc2CO)nc1, C[Al](C)C, COCCN, C1COCCO1. Yields the product COCCNC(=O)c1ccc(OCc2c(-c3ccc(F)c(F)c3)noc2CO)nc1. Reaction SMILES: [CH3:10][O:11][C:12]([c:13]1[cH:14][n:15][c:16]([O:19][CH2:20][c:21]2[c:22](-[c:28]3[cH:29][c:30]([F:35])[c:31]([F:34])[cH:32][cH:33]3)[n:23][o:24][c:25]2[CH2:26][OH:27])[cH:17][cH:18]1)=[O:36].[CH3:1][Al:2]([CH3:3])[CH3:4].[CH3:5][O:6][CH2:7][CH2:8][NH2:9].[O:37]1[CH2:38][CH2:39][O:40][CH2:41][CH2:42]1>>[CH3:5][O:6][CH2:7][CH2:8][NH:9][C:12](=[O:11])[c:13]1[cH:14][n:15][c:16]([O:19][CH2:20][c:21]2[c:22](-[c:28]3[cH:29][c:30]([F:35])[c:31]([F:34])[cH:32][cH:33]3)[n:23][o:24][c:25]2[CH2:26][OH:27])[cH:17][cH:18]1. Reactants: COC(=O)[C@@H]1CC[C@H](CC1)CNCCC1=C(C=CC=C1)N (trans-4-{[2-(2-Amino-phenyl)-ethylamino]-methyl}-cyclohexanecarboxylic acid methyl ester), ClC(Cl)(OC(OC(Cl)(Cl)Cl)=O)Cl (triphosgene). Solvent: CC#N (CH3CN). Reaction conditions: temperature 0 celsius, time 30 minute. Yields the product COC(=O)[C@@H]1CC[C@H](CC1)CN1C(NC2=C(CC1)C=CC=C2)=O (trans-4-(2-Oxo-1,2,4,5-tetrahydro-benzo[d][1,3]diazepin-3-ylmethyl)-cyclohexanecarboxylic acid methyl ester). Isolated yield 263.9%. As a reaction SMILES: [CH3:1][O:2][C:3]([C@H:5]1[CH2:10][CH2:9][C@H:8]([CH2:11][NH:12][CH2:13][CH2:14][C:15]2[CH:20]=[CH:19][CH:18]=[CH:17][C:16]=2[NH2:21])[CH2:7][CH2:6]1)=[O:4].Cl[C:23](Cl)([O:25]C(=O)OC(Cl)(Cl)Cl)Cl>CC#N>[CH3:1][O:2][C:3]([C@H:5]1[CH2:10][CH2:9][C@H:8]([CH2:11][N:12]2[CH2:13][CH2:14][C:15]3[CH:20]=[CH:19][CH:18]=[CH:17][C:16]=3[NH:21][C:23]2=[O:25])[CH2:7][CH2:6]1)=[O:4]. Reported procedure: To a solution of trans-4-{[2-(2-Amino-phenyl)-ethylamino]-methyl}-cyclohexanecarboxylic acid methyl ester (2.99 g, 7.97 mmol) in CH3CN (100 mL) at 0° C. under argon was added portion wise triphosgene (1.53 g, 5.15 mmol) over 30 min. The reaction mixture was stirred at 0° C. for 30 min, warmed to room temperature and stirred additionally for 7 h. Then an excess of TEA was added and a precipitate was formed. Solvent was removed under reduced pressure and the crude product purified by flash chromat... Reactants: IC(C)C (2-iodopropane), [H-].[Na+] (Sodium hydride), IC(C)C (2-iodopropane), IC1=CC=C(C=C1)NC1=NC=CC=N1 (N-(4-iodophenyl)pyrimidin-2-amine), [H-].[Na+] (sodium hydride), O (Water). Run in CN(C)C=O (DMF), CN(C)C=O (DMF). Run at time 80 minute. Yields the product IC1=CC=C(C=C1)N(C1=NC=CC=N1)C(C)C (N-(4-iodophenyl)-N-isopropylpyrimidin-2-amine). Reaction SMILES: [I:1][C:2]1[CH:7]=[CH:6][C:5]([NH:8][C:9]2[N:14]=[CH:13][CH:12]=[CH:11][N:10]=2)=[CH:4][CH:3]=1.[H-].[Na+].I[CH:18]([CH3:20])[CH3:19].O>CN(C=O)C>[I:1][C:2]1[CH:3]=[CH:4][C:5]([N:8]([CH:18]([CH3:20])[CH3:19])[C:9]2[N:10]=[CH:11][CH:12]=[CH:13][N:14]=2)=[CH:6][CH:7]=1 |f:1.2|. Procedure details: Under an argon atmosphere, a solution of N-(4-iodophenyl)pyrimidin-2-amine (8.00 g) in anhydrous DMF (50 ml) was added dropwise to a suspension of sodium hydride (1.08 g) in anhydrous DMF (200 ml), and the resulting mixture was stirred at room temperature for 80 minutes. To the reaction solution, 2-iodopropane (4.03 ml) was added, and the resulting mixture was stirred at room temperature for 2 hours. Sodium hydride (1.08 g) was added to the reaction solution and thereafter 2-iodopropane (4.03 ml... Starting materials: CC(C)Cc1ccc(C(Br)c2ccc(CC(C)C)cc2)cc1, CCN(C(C)C)C(C)C, ClCCl, Cl, Cl, Nc1cccc(C(=O)n2cc(CCCC(=O)O)c3ccccc32)c1. Yields the product CC(C)Cc1ccc(C(Nc2cccc(C(=O)n3cc(CCCC(=O)O)c4ccccc43)c2)c2ccc(CC(C)C)cc2)cc1. RXN SMILES: [CH2:35]([CH:36]([CH3:37])[CH3:38])[c:39]1[cH:40][cH:41][c:42]([CH:45]([c:46]2[cH:47][cH:48][c:49]([CH2:52][CH:53]([CH3:54])[CH3:55])[cH:50][cH:51]2)[Br:56])[cH:43][cH:44]1.[CH:26]([N:27]([CH:28]([CH3:29])[CH3:30])[CH2:31][CH3:32])([CH3:33])[CH3:34].[Cl:58][CH2:59][Cl:60].[ClH:1].[ClH:57].[NH2:2][c:3]1[cH:4][c:5]([C:6](=[O:7])[n:8]2[cH:9][c:10]([CH2:17][CH2:18][CH2:19][C:20](=[O:21])[OH:22])[c:11]3[cH:12][cH:13][cH:14][cH:15][c:16]23)[cH:23][cH:24][cH:25]1>>[NH:2]([c:3]1[cH:4][c:5]([C:6](=[O:7])[n:8]2[cH:9][c:10]([CH2:17][CH2:18][CH2:19][C:20](=[O:21])[OH:22])[c:11]3[cH:12][cH:13][cH:14][cH:15][c:16]23)[cH:23][cH:24][cH:25]1)[CH:45]([c:42]1[cH:41][cH:40][c:39]([CH2:35][CH:36]([CH3:37])[CH3:38])[cH:44][cH:43]1)[c:46]1[cH:47][cH:48][c:49]([CH2:52][CH:53]([CH3:54])[CH3:55])[cH:50][cH:51]1. Starting materials: C(C)N1N=CC(=C1)B1OC(C(O1)(C)C)(C)C (1-ethyl-4-(4,4,5,5-tetramethyl-1,3,2-dioxaborolan-2-yl)-1H-pyrazole), COCCN1N=CC(=C1)Br (1-(2-methoxyethyl)-4-bromo-1H-pyrazole). The product is COCCN1N=CC(=C1)B1OC(C(O1)(C)C)(C)C (1-(2-Methoxyethyl)-4-(4,4,5,5-tetramethyl-1,3,2-dioxaborolan-2-yl)-1H-pyrazole). RXN SMILES: [CH2:1]([N:3]1[CH:7]=[C:6]([B:8]2[O:12][C:11]([CH3:14])([CH3:13])[C:10]([CH3:16])([CH3:15])[O:9]2)[CH:5]=[N:4]1)[CH3:2].[CH3:17][O:18]CCN1C=C(Br)C=N1>>[CH3:17][O:18][CH2:2][CH2:1][N:3]1[CH:7]=[C:6]([B:8]2[O:12][C:11]([CH3:14])([CH3:13])[C:10]([CH3:15])([CH3:16])[O:9]2)[CH:5]=[N:4]1. Reported procedure: The title compound was prepared in the same manner as 1-ethyl-4-(4,4,5,5-tetramethyl-1,3,2-dioxaborolan-2-yl)-1H-pyrazole, using 1-(2-methoxyethyl)-4-bromo-1H-pyrazole (see Ivachtchenko, A. V., et al J. Het. Chem. 2004, 41, 931-939). The reactants are C=CCOc1ccc2c(=O)c3ccccc3oc2c1C(C)=O, CCO, O=Cc1ccccc1, [K+], [OH-], O. Yields the product C=CCOc1ccc2c(=O)c3ccccc3oc2c1C(=O)C=Cc1ccccc1. Reaction SMILES: [CH2:3]([CH:4]=[CH2:5])[O:6][c:7]1[cH:8][cH:9][c:10]2[c:11](=[O:24])[c:12]3[cH:13][cH:14][cH:15][cH:16][c:17]3[o:18][c:19]2[c:20]1[C:21]([CH3:22])=[O:23].[CH3:33][CH2:34][OH:35].[CH:25](=[O:26])[c:27]1[cH:28][cH:29][cH:30][cH:31][cH:32]1.[K+:2].[OH-:1].[OH2:36]>>[CH2:3]([CH:4]=[CH2:5])[O:6][c:7]1[cH:8][cH:9][c:10]2[c:11](=[O:24])[c:12]3[cH:13][cH:14][cH:15][cH:16][c:17]3[o:18][c:19]2[c:20]1[C:21]([CH:22]=[CH:25][c:27]1[cH:28][cH:29][cH:30][cH:31][cH:32]1)=[O:23].